This data is from the Open Reaction Database (ORD), a public repository of structured organic reaction records. The task is: describe an organic reaction: reactants, conditions, products, and yield Reactants: O (water), COC1=NC(=NC(=N1)OC)C1C(NC2=CC=CC=C12)=O (3-(4,6-Dimethoxy-1,3,5-triazin-2-yl)-1,3-dihydro-2H-indol-2-one), CN1C=NC=C1 (1-methyl-1H-imidazole), FC(S(=O)(=O)Cl)F (difluoromethanesulfonyl chloride). The solvent is ClCCl (dichloromethane). Run at temperature -5 celsius. The product is FC(S(=O)(=O)N1C(C(C2=CC=CC=C12)C1=NC(=NC(=N1)OC)OC)=O)F (1-[(difluoromethyl)sulfonyl]-3-(4,6-dimethoxy-1,3,5-triazin-2-yl)-1,3-dihydro-2H-indol-2-one). RXN SMILES: [CH3:1][O:2][C:3]1[N:8]=[C:7]([O:9][CH3:10])[N:6]=[C:5]([CH:11]2[C:19]3[C:14](=[CH:15][CH:16]=[CH:17][CH:18]=3)[NH:13][C:12]2=[O:20])[N:4]=1.CN1C=CN=C1.[F:27][CH:28]([F:33])[S:29](Cl)(=[O:31])=[O:30].O>ClCCl>[F:27][CH:28]([F:33])[S:29]([N:13]1[C:14]2[C:19](=[CH:18][CH:17]=[CH:16][CH:15]=2)[CH:11]([C:5]2[N:4]=[C:3]([O:2][CH3:1])[N:8]=[C:7]([O:9][CH3:10])[N:6]=2)[C:12]1=[O:20])(=[O:31])=[O:30]. Procedure: 3-(4,6-Dimethoxy-1,3,5-triazin-2-yl)-1,3-dihydro-2H-indol-2-one (10 g) and 1-methyl-1H-imidazole (5.4 g) are introduced as initial charge in 100 ml of dichloromethane and cooled to −5° C. under nitrogen. With stirring, difluoromethanesulfonyl chloride (7.03 g) is added dropwise at −5° C. to 0° C. over the course of 20 minutes, and the mixture is after-stirred at this temperature for 2.5 hours. The reaction mixture is admixed with 50 ml of water and mixed thoroughly. The organic solvent is largel... Reactants: O=C([O-])[O-], CN(C)C=O, CCOC(=O)C=Cc1nc(COc2ccc(CCl)cc2OC)c(C)o1, [K+], [K+], O, O=Cc1cn(-c2ccccc2)nc1O. The product is CCOC(=O)C=Cc1nc(COc2ccc(COc3nn(-c4ccccc4)cc3C=O)cc2OC)c(C)o1. Reaction SMILES: [C:40](=[O:41])([O-:42])[O-:43].[CH3:46][N:47]([CH3:48])[CH:49]=[O:50].[Cl:1][CH2:2][c:3]1[cH:4][c:5]([O:24][CH3:25])[c:6]([O:7][CH2:8][c:9]2[n:10][c:11]([CH:15]=[CH:16][C:17](=[O:18])[O:19][CH2:20][CH3:21])[o:12][c:13]2[CH3:14])[cH:22][cH:23]1.[K+:44].[K+:45].[OH2:51].[OH:26][c:27]1[n:28][n:29](-[c:34]2[cH:35][cH:36][cH:37][cH:38][cH:39]2)[cH:30][c:31]1[CH:32]=[O:33]>>[CH2:2]([c:3]1[cH:4][c:5]([O:24][CH3:25])[c:6]([O:7][CH2:8][c:9]2[n:10][c:11]([CH:15]=[CH:16][C:17](=[O:18])[O:19][CH2:20][CH3:21])[o:12][c:13]2[CH3:14])[cH:22][cH:23]1)[O:26][c:27]1[n:28][n:29](-[c:34]2[cH:35][cH:36][cH:37][cH:38][cH:39]2)[cH:30][c:31]1[CH:32]=[O:33]. Starting materials: CCO, O=C1CCCN1CC#CCN1CCCC1, O=[Pt]. Product: O=C1CCCN1CCCCN1CCCC1. RXN SMILES: [CH3:18][CH2:19][OH:20].[N:1]1([CH2:6][C:7]#[C:8][CH2:9][N:10]2[C:11](=[O:15])[CH2:12][CH2:13][CH2:14]2)[CH2:2][CH2:3][CH2:4][CH2:5]1.[Pt:16]=[O:17]>>[N:1]1([CH2:6][CH2:7][CH2:8][CH2:9][N:10]2[C:11](=[O:15])[CH2:12][CH2:13][CH2:14]2)[CH2:2][CH2:3][CH2:4][CH2:5]1. Reactants: CC(=O)OC(C)=O, COc1ccc(C(=O)NCCCC(=O)O)cc1OCc1ccccc1. Yields the product COc1ccc(C(=O)N2CCCC2=O)cc1OCc1ccccc1. RXN SMILES: [C:26]([O:27][C:28](=[O:29])[CH3:30])(=[O:31])[CH3:32].[CH2:1]([c:2]1[cH:3][cH:4][cH:5][cH:6][cH:7]1)[O:8][c:9]1[cH:10][c:11]([C:12](=[O:13])[NH:14][CH2:15][CH2:16][CH2:17][C:18](=[O:19])[OH:20])[cH:21][cH:22][c:23]1[O:24][CH3:25]>>[CH2:1]([c:2]1[cH:3][cH:4][cH:5][cH:6][cH:7]1)[O:8][c:9]1[cH:10][c:11]([C:12](=[O:13])[N:14]2[CH2:15][CH2:16][CH2:17][C:18]2=[O:19])[cH:21][cH:22][c:23]1[O:24][CH3:25]. Reactants: O=C(Cl)c1ccc([N+](=O)[O-])cc1Cl, O=C(Nc1cccc(F)c1)c1ccc(-c2n[nH]c3ccc(C(F)(F)F)cc23)[nH]1, Cl[Sn](Cl)(Cl)Cl, c1ccccc1. Yields the product O=C(Nc1cccc(F)c1)c1ccc(C(=O)c2ccc([N+](=O)[O-])cc2Cl)[nH]1. Reaction SMILES: [Cl:29][c:30]1[c:31]([C:32](=[O:33])[Cl:34])[cH:35][cH:36][c:37]([N+:39](=[O:40])[O-:41])[cH:38]1.[F:1][c:2]1[cH:3][c:4]([NH:8][C:9](=[O:10])[c:11]2[nH:12][c:13](-[c:16]3[c:17]4[c:18]([cH:19][cH:20][c:21]([C:22]([F:23])([F:24])[F:25])[cH:26]4)[nH:27][n:28]3)[cH:14][cH:15]2)[cH:5][cH:6][cH:7]1.[Sn:42]([Cl:43])([Cl:44])([Cl:45])[Cl:46].[cH:47]1[cH:48][cH:49][cH:50][cH:51][cH:52]1>>[F:1][c:2]1[cH:3][c:4]([NH:8][C:9](=[O:10])[c:11]2[nH:12][c:13]([C:32]([c:31]3[c:30]([Cl:29])[cH:38][c:37]([N+:39](=[O:40])[O-:41])[cH:36][cH:35]3)=[O:33])[cH:14][cH:15]2)[cH:5][cH:6][cH:7]1. Starting materials: O=S(=O)(Cl)c1cccc(Cl)c1Cl, ClCCl, Cl, Nc1ccc(-c2ccc3c(NC(=O)c4ccsc4)n[nH]c3c2)cc1, c1ccncc1. Yields the product O=C(Nc1n[nH]c2cc(-c3ccc(NS(=O)(=O)c4cccc(Cl)c4Cl)cc3)ccc12)c1ccsc1. As a reaction SMILES: [Cl:26][c:27]1[c:28]([S:34](=[O:35])(=[O:36])[Cl:37])[cH:29][cH:30][cH:31][c:32]1[Cl:33].[Cl:44][CH2:45][Cl:46].[ClH:1].[NH2:2][c:3]1[cH:4][cH:5][c:6](-[c:9]2[cH:10][cH:11][c:12]3[c:13]([NH:18][C:19](=[O:20])[c:21]4[cH:22][s:23][cH:24][cH:25]4)[n:14][nH:15][c:16]3[cH:17]2)[cH:7][cH:8]1.[cH:38]1[cH:39][cH:40][n:41][cH:42][cH:43]1>>[NH:2]([c:3]1[cH:4][cH:5][c:6](-[c:9]2[cH:10][cH:11][c:12]3[c:13]([NH:18][C:19](=[O:20])[c:21]4[cH:22][s:23][cH:24][cH:25]4)[n:14][nH:15][c:16]3[cH:17]2)[cH:7][cH:8]1)[S:34]([c:28]1[c:27]([Cl:26])[c:32]([Cl:33])[cH:31][cH:30][cH:29]1)(=[O:35])=[O:36].